From a dataset of the Open Reaction Database (ORD), a public repository of structured organic reaction records. describe an organic reaction: reactants, conditions, products, and yield The product is COc1ccc(CBr)cc1Br. The reactants are O=C1CCC(=O)N1Br, COc1ccc(C)cc1Br, CC(C)(C#N)N=NC(C)(C)C#N. Reaction SMILES: [Br:11][N:12]1[C:13](=[O:14])[CH2:15][CH2:16][C:17]1=[O:18].[Br:1][c:2]1[c:3]([O:9][CH3:10])[cH:4][cH:5][c:6]([CH3:8])[cH:7]1.[N:19]#[C:20][C:21]([N:22]=[N:23][C:24]([C:25]#[N:26])([CH3:27])[CH3:28])([CH3:29])[CH3:30]>>[Br:1][c:2]1[c:3]([O:9][CH3:10])[cH:4][cH:5][c:6]([CH2:8][Br:11])[cH:7]1. Starting materials: [Cl-].[NH4+] (ammonium chloride), COC=1C=C(C=CC1)C=1OC(CN1)(C)C (2-(3-methoxyphenyl)-5,5-dimethyloxazoline), O1CCCC1 (tetrahydrofuran), C(C)I (ethyl iodide), C(CCC)[Li] (n-butyl lithium). Run in Cl (hydrochloric acid), O (water), CO (methanol), O (water), Cl (hydrochloric acid), CO (methanol). Conditions: temperature -65 celsius. The product is C(C)C1=C(C(=O)O)C=CC=C1OC (2-Ethyl-3-Methoxybenzoic Acid). As a reaction SMILES: [CH3:1][O:2][C:3]1[CH:4]=[C:5]([C:9]2[O:10]C(C)(C)CN=2)[CH:6]=[CH:7][CH:8]=1.C([Li])C[CH2:18][CH3:19].C(I)C.[Cl-].[NH4+].[O:26]1CCCC1>Cl.O.CO>[CH2:18]([C:4]1[C:3]([O:2][CH3:1])=[CH:8][CH:7]=[CH:6][C:5]=1[C:9]([OH:10])=[O:26])[CH3:19] |f:3.4|. Reported procedure: A 5 L, 4-necked round-bottom flask equipped with addition funnel, overhead stirring, and nitrogen purge was dried and charged with 128 g (623 mmoles) of 2-(3-methoxyphenyl)-5,5-dimethyloxazoline in 2.5 L of tetrahydrofuran. The mixture was cooled to -65° C. in a dry ice/isopropanol bath, and 450 mL of 1.6N n-butyl lithium was added slowly. After complete addition, the mixture was stirred for 1.5 hours at -45° to -30° C. After cooling to -45° C., ethyl iodide was added (80 mL, 1 mole). The temper... Starting materials: ice water, C(C(=O)Cl)(=O)Cl (oxalyl chloride), NC1=NC(=NS1)/C(/C(=O)O)=N/OC (2-(5-amino-1,2,4-thiadiazol-3-yl)-2(Z)-methoxyiminoacetic acid), CN(C=O)C (N,N-dimethylformamide). Run in O1CCCC1 (tetrahydrofuran), O1CCCC1 (THF). Yields the product NC1=NC(=NS1)/C(/C(=O)Cl)=N/OC (2-(5-amino-1,2,4-thiadiazol-3-yl)-2(Z)-methoxyiminoacetyl chloride). RXN SMILES: [NH2:1][C:2]1[S:6][N:5]=[C:4](/[C:7](=[N:11]/[O:12][CH3:13])/[C:8](O)=[O:9])[N:3]=1.C(Cl)(=O)C([Cl:17])=O.CN(C)C=O>O1CCCC1>[NH2:1][C:2]1[S:6][N:5]=[C:4](/[C:7](=[N:11]/[O:12][CH3:13])/[C:8]([Cl:17])=[O:9])[N:3]=1. Reported procedure: In 30.0 ml of tetrahydrofuran (THF), 10.0 g of 2-(5-amino-1,2,4-thiadiazol-3-yl)-2(Z)-methoxyiminoacetic acid were stirred at -20° C., followed by the dropwise addition of a chlorinating reagent, which had been prepared beforehand by gradually adding 6.97 g of oxalyl chloride at 5° C. to a mixture of 100 ml of THF and 4.0 g of N,N-dimethylformamide (DMF) and then reacting them for 30 minutes. After they were reacted for 5 minutes, the reaction mixture was poured into 250 ml of ice water to preci... The product is ClC(=O)C12CC3(CC(CC(C1)C3)(C2)O[Si](C)(C)C)C(=O)Cl (1,3-dichloroformyl-5-trimethylsiloxyadamantane). The reactants are CN(C)C (trimethylamine), ClC(=O)C12CC3(CC(CC(C1)C3)(C2)O)C(=O)Cl (1,3-dichloroformyl-5-hydroxyadamantane), C[Si](C)(C)Cl (trimethylsilyl chloride). Run in C(Cl)Cl (methylene chloride). Procedure: The 1,3-dichloroformyl-5-hydroxyadamantane was dissolved in methylene chloride. To this solution were added a small amount of trimethylamine, and then an equimolar amount of trimethylsilyl chloride. Reaction was carried out at room temperature to obtain 1,3-dichloroformyl-5-trimethylsiloxyadamantane. Reaction SMILES: [Cl:1][C:2]([C:4]12[CH2:13][C:8]3([OH:14])[CH2:9][CH:10]([CH2:12][C:6]([C:15]([Cl:17])=[O:16])([CH2:7]3)[CH2:5]1)[CH2:11]2)=[O:3].CN(C)C.[CH3:22][Si:23](Cl)([CH3:25])[CH3:24]>C(Cl)Cl>[Cl:1][C:2]([C:4]12[CH2:13][C:8]3([O:14][Si:23]([CH3:25])([CH3:24])[CH3:22])[CH2:9][CH:10]([CH2:12][C:6]([C:15]([Cl:17])=[O:16])([CH2:7]3)[CH2:5]1)[CH2:11]2)=[O:3]. Reactants: N1=C(N=CC=C1)N1N=NC=2CNCCC21 (1-pyrimidin-2-yl-4,5,6,7-tetrahydro-1H-[1,2,3]triazolo[4,5-c]pyridine), FC1=C(C(=O)O)C=CC=C1C(F)(F)F (2-fluoro-3-(trifluoromethyl)benzoic acid), ClC1=C(C(=O)O)C=CC=C1C(F)(F)F (2-chloro-3-(trifluoromethyl)-benzoic acid), C(Cl)Cl (DCM), CN(C)C=O (DMF). The product is FC1=C(C=CC=C1C(F)(F)F)C(=O)N1CC2=C(CC1)N(N=N2)C2=NC=CN=C2 (5-{[2-Fluoro-3-(trifluoromethyl)phenyl]carbonyl}-1-pyrazin-2-yl-4,5,6,7-tetrahydro-1H-[1,2,3]triazolo[4,5-c]pyridine). RXN SMILES: N1C=[CH:5][CH:4]=[N:3][C:2]=1[N:7]1[C:15]2[CH2:14][CH2:13][NH:12][CH2:11][C:10]=2[N:9]=[N:8]1.[F:16][C:17]1[C:25]([C:26]([F:29])([F:28])[F:27])=[CH:24][CH:23]=[CH:22][C:18]=1[C:19](O)=[O:20].ClC1C(C(F)(F)F)=CC=CC=1C(O)=O.C(Cl)Cl.[CH3:47][N:48](C=O)C>>[F:16][C:17]1[C:25]([C:26]([F:29])([F:28])[F:27])=[CH:24][CH:23]=[CH:22][C:18]=1[C:19]([N:12]1[CH2:13][CH2:14][C:15]2[N:7]([C:2]3[CH:47]=[N:48][CH:5]=[CH:4][N:3]=3)[N:8]=[N:9][C:10]=2[CH2:11]1)=[O:20]. Procedure: The title compound was prepared in a manner analogous to Example 65 substituting the product of Example 69, Step A for 1-pyrimidin-2-yl-4,5,6,7-tetrahydro-1H-[1,2,3]triazolo[4,5-c]pyridine, 2-fluoro-3-(trifluoromethyl)benzoic acid for 2-chloro-3-(trifluoromethyl)-benzoic acid and DCM for DMF. MS (ESI): mass calcd. for C17H12F4N6O, 392.1. m/z found, 393.1 [M+H]+. 1H NMR (400 MHz, CDCl3) δ 9.52 (dd, J=15.7, 1.4 Hz, 1H), 8.66 (dd, J=7.3, 2.5 Hz, 1H), 8.52-8.45 (m, 1H), 7.80-7.71 (m, 1H), 7.72-7.58 ... The reactants are C1CCOC1, [NH4+], [OH-], COC(=O)c1cccc2c1c1c(O)cc(C)cc1n2Cc1ccccc1. Product: Cc1cc(O)c2c3c(C(N)=O)cccc3n(Cc3ccccc3)c2c1. As a reaction SMILES: [CH2:29]1[O:30][CH2:31][CH2:32][CH2:33]1.[NH4+:27].[OH-:28].[c:1]1([CH2:7][n:8]2[c:9]3[cH:10][cH:11][cH:12][c:13]([C:23]([O:25][CH3:24])=[O:26])[c:14]3[c:15]3[c:16]([OH:22])[cH:17][c:18]([CH3:21])[cH:19][c:20]23)[cH:2][cH:3][cH:4][cH:5][cH:6]1>>[c:1]1([CH2:7][n:8]2[c:9]3[cH:10][cH:11][cH:12][c:13]([C:23](=[O:25])[NH2:27])[c:14]3[c:15]3[c:16]([OH:22])[cH:17][c:18]([CH3:21])[cH:19][c:20]23)[cH:2][cH:3][cH:4][cH:5][cH:6]1. Reactants: C(=C)(C)C1=C(C(=CC=C1)C)N1C=NC=C1C(=O)OCC (ethyl 1-(2-isopropenyl-6-methylphenyl)imidazole-5-carboxylate), Cl (hydrochloric acid). The solvent is [OH-].[Na+] (sodium hydroxide). Yields the product C(=C)(C)C1=C(C(=CC=C1)C)N1C=NC=C1C(=O)O (1(2-isopropenyl-6-methylphenyl)imidazole-5-carboxylic acid). The yield is 71.5%. As a reaction SMILES: [C:1]([C:4]1[CH:9]=[CH:8][CH:7]=[C:6]([CH3:10])[C:5]=1[N:11]1[C:15]([C:16]([O:18]CC)=[O:17])=[CH:14][N:13]=[CH:12]1)([CH3:3])=[CH2:2].Cl>[OH-].[Na+]>[C:1]([C:4]1[CH:9]=[CH:8][CH:7]=[C:6]([CH3:10])[C:5]=1[N:11]1[C:15]([C:16]([OH:18])=[O:17])=[CH:14][N:13]=[CH:12]1)([CH3:3])=[CH2:2] |f:2.3|. Procedure: 8.0 g (0.03 mol) of ethyl 1-(2-isopropenyl-6-methylphenyl)imidazole-5-carboxylate (see Example 128) are heated for 2 hours at 80° C. with 100 ml of 2N sodium hydroxide solution. The mixture is cooled and acidified to pH 3 with concentrated hydrochloric acid, and the precipitate is filtered off under suction. 5.2 g (72% of theory) of 1(2-isopropenyl-6-methylphenyl)imidazole-5-carboxylic acid, a colorless solid of melting point 204° C. (decomposition), are obtained.